Dataset: the Open Reaction Database (ORD), a public repository of structured organic reaction records. Task: describe an organic reaction: reactants, conditions, products, and yield Reactants: C(C1=CC=CC=C1)OC1=NC(=CC=C1[N+](=O)[O-])OC (2-Benzyloxy-6-methoxy-3 nitro-pyridine), C(Cl)Cl (CH2Cl2). Reagents/catalysts: [Ni] (nickel). Run in C1CCOC1 (THF). Product: C(C1=CC=CC=C1)OC1=NC(=CC=C1N)OC (2-benzyloxy-6-methoxy-pyridin-3-ylamine). Yield: 54.7%. As a reaction SMILES: [CH2:1]([O:8][C:9]1[C:14]([N+:15]([O-])=O)=[CH:13][CH:12]=[C:11]([O:18][CH3:19])[N:10]=1)[C:2]1[CH:7]=[CH:6][CH:5]=[CH:4][CH:3]=1.C(Cl)Cl>C1COCC1.[Ni]>[CH2:1]([O:8][C:9]1[C:14]([NH2:15])=[CH:13][CH:12]=[C:11]([O:18][CH3:19])[N:10]=1)[C:2]1[CH:3]=[CH:4][CH:5]=[CH:6][CH:7]=1. Reported procedure: 2-Benzyloxy-6-methoxy-3 nitro-pyridine (3.41 g, 13.1 mmol) was shaken with 1 g Rainey nickel in 100 mL THF in a Parr hydrogenation apparatus at 48 psi H2 for 20 h. TLC analysis (silica, CH2Cl2) indicated complete consumption of starting material. The reaction mixture was filtered and concentrated. The crude product was purified by gradient elution flash chromatography (SiO2, 1:1 CH2Cl2/hexanes to 3:1 CH2Cl2/hexanes to 100% CH2Cl2) to give 1.65 g (7.17 mmol, 55%) of 2-benzyloxy-6-methoxy-pyridin-... Starting materials: aqueous solution, C([C@@H]1[C@H]([C@@H]([C@H]([C@H](O1)O[C@@H]2[C@H](O[C@H]([C@@H]([C@H]2O)O)O)CO)O)O)O)O (maltose), [H][H] (hydrogen). Reagents/catalysts: [Ni] (Raney nickel). As a reaction SMILES: [CH2:1]([OH:23])[C@H:2]1[O:7][C@H:6]([O:8][C@H:9]2[C@H:14]([OH:15])[C@@H:13]([OH:16])[C@H:12]([OH:17])[O:11][C@@H:10]2[CH2:18][OH:19])[C@H:5]([OH:20])[C@@H:4]([OH:21])[C@@H:3]1[OH:22].[H][H]>[Ni]>[CH2:1]([OH:23])[C@H:2]1[O:7][C@H:6]([O:8][C@@H:9]([C@H:14]([OH:15])[C@@H:13]([OH:16])[CH2:12][OH:17])[C@H:10]([OH:11])[CH2:18][OH:19])[C@H:5]([OH:20])[C@@H:4]([OH:21])[C@@H:3]1[OH:22]. Procedure: A 50% aqueous solution of the highly-purified maltose was placed in an autoclave, and added with Raney nickel catalyst in an amount of 10%. Thereafter, the content was heated to 90°-125° C., and hydrogenation was effected at the temperature and a hydrogen pressure of 20-100 kg/cm2. After completion of the hydrogenation, the Raney nickel catalyst was removed, and the residual aqueous solution was purified by decolorization with activated carbon, and deionization with ion exchangers according to c... Product: C([C@@H]1[C@H]([C@@H]([C@H]([C@H](O1)O[C@H]([C@@H](CO)O)[C@@H]([C@H](CO)O)O)O)O)O)O (maltitol).